From a dataset of the Open Reaction Database (ORD), a public repository of structured organic reaction records. describe an organic reaction: reactants, conditions, products, and yield Starting materials: C(C)OC(=O)C1N=COC1(C=C)C (5-methyl-5-vinyl-2-oxazoline-4-carboxylic acid ethyl ester), S(=O)(Br)Br (thionyl bromide), P(OCC)(OCC)OCC (triethyl phosphite), C(C)OC(C(C(C=C)(C)O)NC=O)=O (2-formylamino-3-hydroxy-3-methyl-4-pentenoic acid ethyl ester), C(C)OC(C(C(C=C)(C)O)NC=O)=O (2-formylamino-3-hydroxy-3-methyl-4-pentenoic acid ethyl ester). Product: C(C)OC(C(\C(=C\CP(=O)(OCC)OCC)\C)NC=O)=O (E-2-formylamino-3-methyl-5-diethylphosphono-3-pentenoic acid ethyl ester). RXN SMILES: [CH2:1]([O:3][C:4]([CH:6]1[C:10]([CH3:13])([CH:11]=[CH2:12])[O:9][CH:8]=[N:7]1)=[O:5])[CH3:2].C(OC(=O)C(NC=O)C(O)(C)C=C)C.S(Br)(Br)=O.[P:32]([O:39]CC)([O:36][CH2:37][CH3:38])[O:33][CH2:34][CH3:35]>>[CH2:1]([O:3][C:4](=[O:5])[CH:6]([NH:7][CH:8]=[O:9])/[C:10](/[CH3:13])=[CH:11]/[CH2:12][P:32]([O:36][CH2:37][CH3:38])([O:33][CH2:34][CH3:35])=[O:39])[CH3:2]. Procedure details: The starting material is manufactured as follows: 5-Methyl-5-vinyl-2-oxazoline-4-carboxylic acid ethyl ester, b.p. 65°-75° (13 Pa) is obtained by reaction of isocyanoacetic acid ethyl ester with methyl vinyl ketone in a manner analogous to that described in Example 30. By hydrolysis of the 5-methyl-5-vinyl-2-oxazoline-4-carboxylic acid ethyl ester in a manner analogous to that described in Example 1, 2-formylamino-3-hydroxy-3-methyl-4-pentenoic acid ethyl ester is obtained.Reaction of the 2-form...